Dataset: the Open Reaction Database (ORD), a public repository of structured organic reaction records. Task: describe an organic reaction: reactants, conditions, products, and yield Starting materials: Cc1c(Br)ncnc1N1CCC(c2ccc3c(n2)NCCC3)CC1, CC(C)(C)N(C(=O)OCc1ccccc1)C(CN)C(=O)[O-], O=C(C=Cc1ccccc1)C=Cc1ccccc1, O=C(C=Cc1ccccc1)C=Cc1ccccc1, O=C(C=Cc1ccccc1)C=Cc1ccccc1, [Cs+], [F-], CC(C)(C)OC(=O)C(CN)NC(=O)OCc1ccccc1, C1COCCO1, [Pd], [Pd]. Product: Cc1c(NCC(NC(=O)OCc2ccccc2)C(=O)OC(C)(C)C)ncnc1N1CCC(c2ccc3c(n2)NCCC3)CC1. Reaction SMILES: [Br:1][c:2]1[n:3][cH:4][n:5][c:6]([N:9]2[CH2:10][CH2:11][CH:12]([c:15]3[cH:16][cH:17][c:18]4[c:23]([n:24]3)[NH:22][CH2:21][CH2:20][CH2:19]4)[CH2:13][CH2:14]2)[c:7]1[CH3:8].[CH3:48][C:49]([N:50]([C:51]([O:52][CH2:53][c:54]1[cH:55][cH:56][cH:57][cH:58][cH:59]1)=[O:60])[CH:61]([C:62]([O-:63])=[O:64])[CH2:65][NH2:66])([CH3:67])[CH3:68].[CH:113](=[CH:114][C:115]([CH:116]=[CH:117][c:118]1[cH:119][cH:120][cH:121][cH:122][cH:123]1)=[O:124])[c:125]1[cH:126][cH:127][cH:128][cH:129][cH:130]1.[CH:77](=[CH:78][C:79]([CH:80]=[CH:81][c:82]1[cH:83][cH:84][cH:85][cH:86][cH:87]1)=[O:88])[c:89]1[cH:90][cH:91][cH:92][cH:93][cH:94]1.[CH:95](=[CH:96][C:97]([CH:98]=[CH:99][c:100]1[cH:101][cH:102][cH:103][cH:104][cH:105]1)=[O:106])[c:107]1[cH:108][cH:109][cH:110][cH:111][cH:112]1.[Cs+:47].[F-:46].[NH2:25][CH2:26][CH:27]([NH:28][C:29](=[O:30])[O:31][CH2:32][c:33]1[cH:34][cH:35][cH:36][cH:37][cH:38]1)[C:39](=[O:40])[O:41][C:42]([CH3:43])([CH3:44])[CH3:45].[O:69]1[CH2:70][CH2:71][O:72][CH2:73][CH2:74]1.[Pd:75].[Pd:76]>>[c:2]1([NH:25][CH2:26][CH:27]([NH:28][C:29](=[O:30])[O:31][CH2:32][c:33]2[cH:34][cH:35][cH:36][cH:37][cH:38]2)[C:39](=[O:40])[O:41][C:42]([CH3:43])([CH3:44])[CH3:45])[n:3][cH:4][n:5][c:6]([N:9]2[CH2:10][CH2:11][CH:12]([c:15]3[cH:16][cH:17][c:18]4[c:23]([n:24]3)[NH:22][CH2:21][CH2:20][CH2:19]4)[CH2:13][CH2:14]2)[c:7]1[CH3:8]. Starting materials: N1CC(CCC1)NC1=C2C(=NC=C1C(=O)N)NC=C2 (4-(piperidin-3-ylamino)-1H-pyrrolo[2,3-b]pyridine-5-carboxamide), N(=C=O)CC1=CC=CC=C1 ((isocyanatomethyl)benzene), CCN(C(C)C)C(C)C (DIPEA). Solvent: C1CCOC1 (THF). Run at time 3 hour. The product is C(C1=CC=CC=C1)NC(=O)N1CC(CCC1)NC1=C2C(=NC=C1C(=O)N)NC=C2 (4-((1-(benzylcarbamoyl)piperidin-3-yl)amino)-1H-pyrrolo[2,3-b]pyridine-5-carboxamide). Isolated yield 24.4%. Reaction SMILES: [NH:1]1[CH2:6][CH2:5][CH2:4][CH:3]([NH:7][C:8]2[C:13]([C:14]([NH2:16])=[O:15])=[CH:12][N:11]=[C:10]3[NH:17][CH:18]=[CH:19][C:9]=23)[CH2:2]1.[N:20]([CH2:23][C:24]1[CH:29]=[CH:28][CH:27]=[CH:26][CH:25]=1)=[C:21]=[O:22].CCN(C(C)C)C(C)C>C1COCC1>[CH2:23]([NH:20][C:21]([N:1]1[CH2:6][CH2:5][CH2:4][CH:3]([NH:7][C:8]2[C:13]([C:14]([NH2:16])=[O:15])=[CH:12][N:11]=[C:10]3[NH:17][CH:18]=[CH:19][C:9]=23)[CH2:2]1)=[O:22])[C:24]1[CH:29]=[CH:28][CH:27]=[CH:26][CH:25]=1. Reported procedure: To a solution of 4-(piperidin-3-ylamino)-1H-pyrrolo[2,3-b]pyridine-5-carboxamide (62 mg, 0.24 mmol, 1.0 eq) and (isocyanatomethyl)benzene (35 mg, 0.26 mmol, 1.1 eq) in THF (2 mL) were added DIPEA (93 mg, 0.72 mmol, 3.0 eq). The mixture was stirred at rt for 3 h and the solvent was removed in vacuo to afford a residue which was purified by prep-HPLC (MeOH/H2O with 0.05% NH3.H2O) to give the title compound as a light brown solid (23 mg, yield: 11%). 1H NMR (400 MHz, CD3OD) δ: 8.32 (s, 1H), 7.15-7.... Reactants: OCCN1C(NN=C1C=1SC=CC1)=S (4-(2-Hydroxyethyl)-5-(2-thienyl)-2,4-dihydro-3H-1,2,4-triazole-3-thione), ClC=1C=CC(=C(C1)C1=NC(=NO1)CCl)F (5-(5-chloro-2-fluorophenyl)-3-(chloromethyl)-1,2,4-oxadiazole), C([O-])([O-])=O.[K+].[K+] (potassium carbonate). Solvent: CN(C)C=O (DMF), CC#N (MeCN). Product: ClC=1C=CC(=C(C1)C1=NC(=NO1)CSC1=NN=C(N1CCO)C=1SC=CC1)F (2-[3-({[5-(5-Chloro-2-fluorophenyl)-1,2,4-oxadiazol-3-yl]methyl}thio)-5-(2-thienyl)-4H-1,2,4-triazol-4-yl]ethanol). The yield is 62.7%. As a reaction SMILES: [OH:1][CH2:2][CH2:3][N:4]1[C:8]([C:9]2[S:10][CH:11]=[CH:12][CH:13]=2)=[N:7][NH:6][C:5]1=[S:14].[Cl:15][C:16]1[CH:17]=[CH:18][C:19]([F:29])=[C:20]([C:22]2[O:26][N:25]=[C:24]([CH2:27]Cl)[N:23]=2)[CH:21]=1.C(=O)([O-])[O-].[K+].[K+]>CN(C=O)C.CC#N>[Cl:15][C:16]1[CH:17]=[CH:18][C:19]([F:29])=[C:20]([C:22]2[O:26][N:25]=[C:24]([CH2:27][S:14][C:5]3[N:4]([CH2:3][CH2:2][OH:1])[C:8]([C:9]4[S:10][CH:11]=[CH:12][CH:13]=4)=[N:7][N:6]=3)[N:23]=2)[CH:21]=1 |f:2.3.4|. Procedure: 4-(2-Hydroxyethyl)-5-(2-thienyl)-2,4-dihydro-3H-1,2,4-triazole-3-thione (101 mg), 5-(5-chloro-2-fluorophenyl)-3-(chloromethyl)-1,2,4-oxadiazole (116 mg), and potassium carbonate (86 mg) was stirred in a mixture of DMF (2 ml) and MeCN (15 ml) at r.t. for 3 h before concentration to dryness and washing of the residue with water, and then with EtOAc, to provide 122 mg of the title compound as a white solid. Starting materials: C(#N)CC(=O)O (cyanoacetic acid), ClC=1C=C(N)C=CC1F (3-chloro-4-fluoroaniline), [N+](=O)([O-])C=1C=C(C=CC1)B(O)O (3-nitrophenylboronic acid). Solvent: C1(=CC=CC=C1)C (toluene). Run at time 5.5 hour. The product is ClC=1C=C(C=CC1F)C(C(=O)N)C#N ((3-chloro-4-fluorophenyl)-2-cyanoacetamide). Yield: 79.0%. RXN SMILES: [C:1]([CH2:3][C:4]([OH:6])=O)#[N:2].[Cl:7][C:8]1[CH:9]=[C:10]([CH:12]=[CH:13][C:14]=1[F:15])N.[N+:16](C1C=C(B(O)O)C=CC=1)([O-])=O>C1(C)C=CC=CC=1>[Cl:7][C:8]1[CH:9]=[C:10]([CH:3]([C:1]#[N:2])[C:4]([NH2:16])=[O:6])[CH:12]=[CH:13][C:14]=1[F:15]. Reported procedure: A 500-mL round bottomed flask under N2 equipped with overhead stirrer, a Dean-Stark trap and condenser, thermocouple was charged with cyanoacetic acid (28.04 g, 0.33 mol), 3-chloro-4-fluoroaniline (40.0 g, 0.28 mol), 3-nitrophenylboronic acid (2.28 g, 0.014 mol) and toluene (200 mL). The mixture was heated to reflux and water collected in the Dean-Stark trap. After 5.5 hours, thin layer chromatography (TLC) indicated complete consumption of the aniline. The reaction mixture was cooled to room te... Starting materials: CCSc1nc2c(Cl)cccc2c(O)c1C(=O)O, c1ccc(Oc2ccccc2)cc1. The product is CCSc1cc(O)c2cccc(Cl)c2n1. RXN SMILES: [Cl:1][c:2]1[cH:3][cH:4][cH:5][c:6]2[c:7]([OH:18])[c:8]([C:15]([OH:16])=[O:17])[c:9]([S:12][CH2:13][CH3:14])[n:10][c:11]12.[O:19]([c:20]1[cH:21][cH:22][cH:23][cH:24][cH:25]1)[c:26]1[cH:27][cH:28][cH:29][cH:30][cH:31]1>>[Cl:1][c:2]1[cH:3][cH:4][cH:5][c:6]2[c:7]([OH:18])[cH:8][c:9]([S:12][CH2:13][CH3:14])[n:10][c:11]12.